Task: describe an organic reaction: reactants, conditions, products, and yield. Dataset: the Open Reaction Database (ORD), a public repository of structured organic reaction records Starting materials: COc1cc(Br)ccc1-n1cnc(C)c1, Nc1ncn(Cc2ccc(Cl)cc2)n1. Yields the product COc1cc(Nc2ncn(Cc3ccc(Cl)cc3)n2)ccc1-n1cnc(C)c1. Reaction SMILES: [Br:1][c:2]1[cH:3][c:4]([O:14][CH3:15])[c:5](-[n:8]2[cH:9][n:10][c:11]([CH3:13])[cH:12]2)[cH:6][cH:7]1.[Cl:16][c:17]1[cH:18][cH:19][c:20]([CH2:21][n:22]2[n:23][c:24]([NH2:27])[n:25][cH:26]2)[cH:28][cH:29]1>>[c:2]1([NH:27][c:24]2[n:23][n:22]([CH2:21][c:20]3[cH:19][cH:18][c:17]([Cl:16])[cH:29][cH:28]3)[cH:26][n:25]2)[cH:3][c:4]([O:14][CH3:15])[c:5](-[n:8]2[cH:9][n:10][c:11]([CH3:13])[cH:12]2)[cH:6][cH:7]1. Starting materials: CC1(OC(C(O1)=CC(=O)Cl)=O)C ((2,2-dimethyl-5-oxo-[1,3]dioxolan-4-ylidene)-acetyl chloride), C(C1=CC=CC=C1)ONCC1=CC(=C(C=C1)Cl)Cl (O-benzyl-N-(3,4-dichlorobenzyl)-hydroxylamine), compound 1-A. The product is C(C1=CC=CC=C1)ON(C(C=C1OC(OC1=O)(C)C)=O)CC1=CC(=C(C=C1)Cl)Cl (N-Benzyloxy-N-(3,4-dichloro-benzyl)-2-(2,2-dimethyl-5-oxo-[1,3]-dioxolan-4-ylidene)-acetamide). Yield: 78.0%. RXN SMILES: [CH3:1][C:2]1([CH3:12])[O:6][C:5](=[CH:7][C:8](Cl)=[O:9])[C:4](=[O:11])[O:3]1.[CH2:13]([O:20][NH:21][CH2:22][C:23]1[CH:28]=[CH:27][C:26]([Cl:29])=[C:25]([Cl:30])[CH:24]=1)[C:14]1[CH:19]=[CH:18][CH:17]=[CH:16][CH:15]=1>>[CH2:13]([O:20][N:21]([CH2:22][C:23]1[CH:28]=[CH:27][C:26]([Cl:29])=[C:25]([Cl:30])[CH:24]=1)[C:8](=[O:9])[CH:7]=[C:5]1[C:4](=[O:11])[O:3][C:2]([CH3:12])([CH3:1])[O:6]1)[C:14]1[CH:15]=[CH:16][CH:17]=[CH:18][CH:19]=1. Reported procedure: Reaction of (2,2-dimethyl-5-oxo-[1,3]dioxolan-4-ylidene)-acetyl chloride with O-benzyl-N-(3,4-dichlorobenzyl)-hydroxylamine as described in the preparation of compound 1-A gave the title amide as white crystals (78% yield): mp 113-116° C. (ethyl acetate-hexane). 1HNMR 400 MHz (CDCl3) δ (ppm): 1.73 (6H, s, CH3), 4.73 (2H, s, CH2), 4.82 (2H, s, CH2), 6.34 (1H, s, CH), 7.18-7.41 (8H, m, aromatics). Anal. calcd for C21H19Cl2NO5: C, 57.81; H, 4.39; N, 3.21. Found: C, 57.92; H, 4.21; N, 3.12. Reactants: B (borane), solution, C1=CCCCC1 (cyclohexene). The solvent is O1CCCC1 (tetrahydrofuran), O1CCCC1 (tetrahydrofuran). Run at temperature -15 celsius. The product is C1(CCCCC1)BC1CCCCC1 (dicyclohexylborane). Reaction SMILES: [CH:1]1[CH2:6][CH2:5][CH2:4][CH2:3][CH:2]=1.[BH3:7]>O1CCCC1>[CH:1]1([BH:7][CH:1]2[CH2:6][CH2:5][CH2:4][CH2:3][CH2:2]2)[CH2:6][CH2:5][CH2:4][CH2:3][CH2:2]1. Procedure details: Dissolve cyclohexene (9.035 g, 0.11 mol) in tetrahydrofuran (3 mL) and cool to -15° C. Slowly add borane (24.1 mL of a 2.3M solution in tetrahydrofuran) and stir at -15° C. for 1 hour to give dicyclohexylborane (55 mmol). The product is CCOC(=O)CCCC1CN(C(=O)OC(C)(C)C)CCN1C(=O)OC(C)(C)C. As a reaction SMILES: [C:1]([CH3:2])([CH3:3])([CH3:4])[O:5][C:6](=[O:7])[N:8]1[CH:9]([CH2:21][CH:22]=[CH:23][C:24](=[O:25])[O:26][CH2:27][CH3:28])[CH2:10][N:11]([C:14](=[O:15])[O:16][C:17]([CH3:18])([CH3:19])[CH3:20])[CH2:12][CH2:13]1.[OH:29][CH:30]([CH3:31])[CH2:32][CH:33]1[CH2:34][NH:35][CH2:36][CH2:37][NH:38]1>>[C:1]([CH3:2])([CH3:3])([CH3:4])[O:5][C:6](=[O:7])[N:8]1[CH:9]([CH2:21][CH2:22][CH2:23][C:24](=[O:25])[O:26][CH2:27][CH3:28])[CH2:10][N:11]([C:14](=[O:15])[O:16][C:17]([CH3:18])([CH3:19])[CH3:20])[CH2:12][CH2:13]1. Reactants: CCOC(=O)C=CCC1CN(C(=O)OC(C)(C)C)CCN1C(=O)OC(C)(C)C, CC(O)CC1CNCCN1. Starting materials: OCc1ccc(F)cc1, NC1(C(=O)O)C(OCc2ccc(Cl)c(Cl)c2)CC2C1C2(F)C(=O)O, O=S(Cl)Cl. Product: NC1(C(=O)O)C(OCc2ccc(Cl)c(Cl)c2)CC2C1C2(F)C(=O)OCc1ccc(F)cc1. As a reaction SMILES: [F:29][c:30]1[cH:31][cH:32][c:33]([CH2:34][OH:35])[cH:36][cH:37]1.[NH2:5][C:6]1([C:26](=[O:27])[OH:28])[CH:7]2[C:8]([C:22](=[O:23])[OH:24])([F:25])[CH:9]2[CH2:10][CH:11]1[O:12][CH2:13][c:14]1[cH:15][c:16]([Cl:21])[c:17]([Cl:20])[cH:18][cH:19]1.[S:1]([Cl:2])([Cl:3])=[O:4]>>[NH2:5][C:6]1([C:26](=[O:27])[OH:28])[CH:7]2[C:8]([C:22]([O:23][CH2:34][c:33]3[cH:32][cH:31][c:30]([F:29])[cH:37][cH:36]3)=[O:24])([F:25])[CH:9]2[CH2:10][CH:11]1[O:12][CH2:13][c:14]1[cH:15][c:16]([Cl:21])[c:17]([Cl:20])[cH:18][cH:19]1. Starting materials: ClC1=CC=C(C=C1)C1=CC(=NN1C1=CC=C(C=C1)OC)CCC=O (3-[5-(4-Chlorophenyl)-1-(4-methoxyphenyl)-3-pyrazolyl] propanal), Cl.NO (hydroxylamine hydrochloride), N1=CC=CC=C1 (pyridine). The solvent is CCO (EtOH). Reaction conditions: time 8 hour. Product: ClC1=CC=C(C=C1)C1=CC(=NN1C1=CC=C(C=C1)OC)CCC=NO (5-(4-Chlorophenyl)-3-(3-oximinopropyl)-1-(4-methoxyphenyl) pyrazole). Yield: 64.2%. RXN SMILES: [Cl:1][C:2]1[CH:7]=[CH:6][C:5]([C:8]2[N:12]([C:13]3[CH:18]=[CH:17][C:16]([O:19][CH3:20])=[CH:15][CH:14]=3)[N:11]=[C:10]([CH2:21][CH2:22][CH:23]=O)[CH:9]=2)=[CH:4][CH:3]=1.Cl.[NH2:26][OH:27].N1C=CC=CC=1>CCO>[Cl:1][C:2]1[CH:7]=[CH:6][C:5]([C:8]2[N:12]([C:13]3[CH:18]=[CH:17][C:16]([O:19][CH3:20])=[CH:15][CH:14]=3)[N:11]=[C:10]([CH2:21][CH2:22][CH:23]=[N:26][OH:27])[CH:9]=2)=[CH:4][CH:3]=1 |f:1.2|. Reported procedure: To a solution of the aldehyde 11 (1.00 g, 2.93 mM) in EtOH (30 ml) was added hydroxylamine hydrochloride (0.31 g, 4.40 mM) and pyridine (0.47 g, 5.87 mM). After stirring overnight at room temperature, the reaction mixture was concentrated in vacuo. The remaining residue was taken up in CH2Cl2, washed with H2O, dried (Na2SO4), filtered, and concentrated in vacuo. Crystallization from Et2O:hexane afforded 26, (0.67 g, 64%) as a white crystalline solid, mp=134°-135° C.